From a dataset of the Open Reaction Database (ORD), a public repository of structured organic reaction records. describe an organic reaction: reactants, conditions, products, and yield Reactants: ClC1=NC(=C(C(=N1)Cl)O)Cl (2,4,6-trichloro-pyrimidin-5-ol), C(C)OC([C@@H](C)O)=O ((R)-2-hydroxy-propionic acid ethyl ester), C1(=CC=CC=C1)P(C1=CC=CC=C1)C1=CC=CC=C1 (triphenylphosphine), CC(C)OC(=O)/N=N/C(=O)OC(C)C (DIAD). Run in O1CCOCC1 (dioxane). Reaction conditions: time 18 hour. Product: C(C)OC([C@@H](C)OC=1C(=NC(=NC1Cl)Cl)Cl)=O ((R)-2-(2,4,6-Trichloro-pyrimidin-5-yloxy)-propionic acid ethyl ester). Isolated yield 57.9%. As a reaction SMILES: [Cl:1][C:2]1[N:7]=[C:6]([Cl:8])[C:5]([OH:9])=[C:4]([Cl:10])[N:3]=1.[CH2:11]([O:13][C:14](=[O:18])[C@H:15](O)[CH3:16])[CH3:12].C1(P(C2C=CC=CC=2)C2C=CC=CC=2)C=CC=CC=1.CC(OC(/N=N/C(OC(C)C)=O)=O)C>O1CCOCC1>[CH2:11]([O:13][C:14](=[O:18])[C@H:15]([O:9][C:5]1[C:4]([Cl:10])=[N:3][C:2]([Cl:1])=[N:7][C:6]=1[Cl:8])[CH3:16])[CH3:12]. Procedure details: A mixture of 2,4,6-trichloro-pyrimidin-5-ol (600 mg, 3.01 mmol), (R)-2-hydroxy-propionic acid ethyl ester (411 μL, 3.60 mmol), triphenylphosphine (906 mg, 3.45 mmol) and DIAD (678 μL, 3.45 mmol) in dioxane (5 mL) was stirred at RT for 18 hours before being concentrated in vacuo. The resulting residue was purified by column chromatography (SiO2, gradient 0-25% ethyl acetate in cyclohexane) affording (R)-2-(2,4,6-Trichloro-pyrimidin-5-yloxy)-propionic acid ethyl ester (522 mg, 52%). 1H NMR (400 MH...